This data is from the Open Reaction Database (ORD), a public repository of structured organic reaction records. The task is: describe an organic reaction: reactants, conditions, products, and yield The reactants are C(C)(=O)NC1=CC(=C(C(=O)O)C=C1)[N+](=O)[O-] (4-acetamido-2-nitrobenzoic acid). The solvent is [OH-].[K+] (KOH). Conditions: temperature 0 celsius, time 1 hour. Product: NC1=CC(=C(C(=O)O)C=C1)[N+](=O)[O-] (4-amino-2-nitrobenzoic acid). Isolated yield 68.9%. RXN SMILES: C([NH:4][C:5]1[CH:13]=[CH:12][C:8]([C:9]([OH:11])=[O:10])=[C:7]([N+:14]([O-:16])=[O:15])[CH:6]=1)(=O)C>[OH-].[K+]>[NH2:4][C:5]1[CH:13]=[CH:12][C:8]([C:9]([OH:11])=[O:10])=[C:7]([N+:14]([O-:16])=[O:15])[CH:6]=1 |f:1.2|. Reported procedure: 3.36 g (0.0185 mol) of 4-acetamido-2-nitrobenzoic acid were dissolved in 34 ml of 10% KOH and stirred at 90° for 1 hr. After cooling to 0° C. the mixture was acidified with 37% HCI, stirred for a further 1 hr., the precipitate was filtered under suction, washed with water and dried in a high vacuum at 45° C. 2.32 g (69%) of 4-amino-2-nitrobenzoic acid were obtained as yellow crystals. MS: me/e=205 (C7H6NaN2O4 +). The reactants are Cc1cccnc1CN(CCCN)Cc1ncccc1C, CCN=C=NCCCN(C)C, CCN(C(C)C)C(C)C, CN(C)C=O, O=C(O)c1ccc(O)nc1, On1nnc2ccccc21. Yields the product Cc1cccnc1CN(CCCNC(=O)c1ccc(O)nc1)Cc1ncccc1C. Reaction SMILES: [CH3:1][c:2]1[c:3]([CH2:8][N:9]([CH2:10][CH2:11][CH2:12][NH2:13])[CH2:14][c:15]2[n:16][cH:17][cH:18][cH:19][c:20]2[CH3:21])[n:4][cH:5][cH:6][cH:7]1.[CH3:32][CH2:33][N:34]=[C:35]=[N:36][CH2:37][CH2:38][CH2:39][N:40]([CH3:41])[CH3:42].[CH:53]([N:54]([CH2:55][CH3:56])[CH:57]([CH3:58])[CH3:59])([CH3:60])[CH3:61].[O:62]=[CH:63][N:64]([CH3:65])[CH3:66].[OH:22][c:23]1[n:24][cH:25][c:26]([C:27](=[O:28])[OH:29])[cH:30][cH:31]1.[OH:43][n:44]1[c:45]2[c:46]([cH:47][cH:48][cH:49][cH:50]2)[n:51][n:52]1>>[CH3:1][c:2]1[c:3]([CH2:8][N:9]([CH2:10][CH2:11][CH2:12][NH:13][C:27]([c:26]2[cH:25][n:24][c:23]([OH:22])[cH:31][cH:30]2)=[O:28])[CH2:14][c:15]2[n:16][cH:17][cH:18][cH:19][c:20]2[CH3:21])[n:4][cH:5][cH:6][cH:7]1. Solvent: CN(C)C=O (DMF). Product: C(C1=CC=CC=C1)OC(=O)NCCCC[C@@H](C(NC=1SC=NN1)=O)NC([C@@H]([C@H](CCC)N(OC1OCCCC1)C=O)CCCC1=CC=CC=C1)=O ((2R,3S)-3-(formyl-2-tetrahydropyranyloxyamino)-2-(3-phenyl-1-propyl)hexanoic acid [(1S)-5-benzyloxycarbonylamino-1-(1,3,4-thiadiazol-2-ylcarbamoyl)-1-pentyl]amide). Conditions: temperature 50 celsius, time 18 hour. Procedure: To a solution of pentafluorophenyl (2R,3S)-2-(3-phenyl-1-propyl)-3-(formyl-2-tetrahydropyranyloxyamino)hexanoate (90 mg, 0.166 mmol) in DMF (0.5 mL) is added (2S)-6-benzyloxycarbonylamino-2-aminohexanoic acid 1,3,4-thiadiazol-2-ylamide (78 mg, 0.215 mmol) and HOBt ( 2.2 mg, 0.017 mmol). The resulting solution is heated to 50° C. and is stirred for 18 h. The reaction mixture is cooled to 25° C., concentrated in vacuo, diluted with 20 mL of EtOAc, and washed with 1 M aqueous sodium carbonate solut... Reactants: C1(=CC=CC=C1)CCC[C@@H](C(=O)OC1=C(C(=C(C(=C1F)F)F)F)F)[C@H](CCC)N(OC1OCCCC1)C=O (pentafluorophenyl (2R,3S)-2-(3-phenyl-1-propyl)-3-(formyl-2-tetrahydropyranyloxyamino)hexanoate), S1C(=NN=C1)NC([C@H](CCCCNC(=O)OCC1=CC=CC=C1)N)=O ((2S)-6-benzyloxycarbonylamino-2-aminohexanoic acid 1,3,4-thiadiazol-2-ylamide), C=1C=CC2=C(C1)N=NN2O (HOBt). As a reaction SMILES: [C:1]1([CH2:7][CH2:8][CH2:9][C@H:10]([C@@H:25]([N:29]([CH:37]=[O:38])[O:30][CH:31]2[CH2:36][CH2:35][CH2:34][CH2:33][O:32]2)[CH2:26][CH2:27][CH3:28])[C:11]([O:13]C2C(F)=C(F)C(F)=C(F)C=2F)=O)[CH:6]=[CH:5][CH:4]=[CH:3][CH:2]=1.[S:39]1[CH:43]=[N:42][N:41]=[C:40]1[NH:44][C:45](=[O:63])[C@@H:46]([NH2:62])[CH2:47][CH2:48][CH2:49][CH2:50][NH:51][C:52]([O:54][CH2:55][C:56]1[CH:61]=[CH:60][CH:59]=[CH:58][CH:57]=1)=[O:53].C1C=CC2N(O)N=NC=2C=1>CN(C=O)C>[CH2:55]([O:54][C:52]([NH:51][CH2:50][CH2:49][CH2:48][CH2:47][C@H:46]([NH:62][C:11](=[O:13])[C@H:10]([CH2:9][CH2:8][CH2:7][C:1]1[CH:2]=[CH:3][CH:4]=[CH:5][CH:6]=1)[C@@H:25]([N:29]([CH:37]=[O:38])[O:30][CH:31]1[CH2:36][CH2:35][CH2:34][CH2:33][O:32]1)[CH2:26][CH2:27][CH3:28])[C:45](=[O:63])[NH:44][C:40]1[S:39][CH:43]=[N:42][N:41]=1)=[O:53])[C:56]1[CH:57]=[CH:58][CH:59]=[CH:60][CH:61]=1. Yield: 20.1%. Starting materials: CCc1nn(C2CCCC2)c2cc(C(=O)Nc3ccc(C(=O)NOCc4ccccc4)cc3)ccc12, CCOC(C)=O, CO. The product is CCc1nn(C2CCCC2)c2cc(C(=O)Nc3ccc(C(=O)NO)cc3)ccc12. Reaction SMILES: [CH2:1]([c:2]1[cH:3][cH:4][cH:5][cH:6][cH:7]1)[O:8][NH:9][C:10](=[O:11])[c:12]1[cH:13][cH:14][c:15]([NH:18][C:19](=[O:20])[c:21]2[cH:22][cH:23][c:24]3[c:25]([CH2:35][CH3:36])[n:26][n:27]([CH:30]4[CH2:31][CH2:32][CH2:33][CH2:34]4)[c:28]3[cH:29]2)[cH:16][cH:17]1.[CH3:37][CH2:38][O:39][C:40](=[O:41])[CH3:42].[CH3:43][OH:44]>>[OH:8][NH:9][C:10](=[O:11])[c:12]1[cH:13][cH:14][c:15]([NH:18][C:19](=[O:20])[c:21]2[cH:22][cH:23][c:24]3[c:25]([CH2:35][CH3:36])[n:26][n:27]([CH:30]4[CH2:31][CH2:32][CH2:33][CH2:34]4)[c:28]3[cH:29]2)[cH:16][cH:17]1. Yields the product CC#CCOc1ccc(S(=O)(=O)N2CCN(Cc3ccc(Br)cc3)CC2C(=O)OCC)cc1. Starting materials: BrCc1ccc(Br)cc1, O=C([O-])[O-], CC#CCOc1ccc(S(=O)(=O)N2CCNCC2C(=O)OCC)cc1, [K+], [K+], CN(C)C=O, O. RXN SMILES: [Br:32][c:33]1[cH:34][cH:35][c:36]([CH2:37][Br:38])[cH:39][cH:40]1.[C:26](=[O:27])([O-:28])[O-:29].[CH2:1]([CH3:2])[O:3][C:4](=[O:5])[CH:6]1[N:7]([S:12](=[O:13])(=[O:14])[c:15]2[cH:16][cH:17][c:18]([O:21][CH2:22][C:23]#[C:24][CH3:25])[cH:19][cH:20]2)[CH2:8][CH2:9][NH:10][CH2:11]1.[K+:30].[K+:31].[O:41]=[CH:42][N:43]([CH3:44])[CH3:45].[OH2:46]>>[CH2:1]([CH3:2])[O:3][C:4](=[O:5])[CH:6]1[N:7]([S:12](=[O:13])(=[O:14])[c:15]2[cH:16][cH:17][c:18]([O:21][CH2:22][C:23]#[C:24][CH3:25])[cH:19][cH:20]2)[CH2:8][CH2:9][N:10]([CH2:37][c:36]2[cH:35][cH:34][c:33]([Br:32])[cH:40][cH:39]2)[CH2:11]1. Product: CN(C(=O)N1CCC2=C1N=C(N=C2C=2C=NC(=NC2)N)N2CCOCC2)C2=CC(=CC=C2)N2CCNCC2 (4-(2-Amino-pyrimidin-5-yl)-2-morpholin-4-yl-5,6-dihydro-pyrrolo[2,3-d]pyrimidine-7-carboxylic acid methyl-(3-piperazin-1-yl-phenyl)-amide). Reactants: BrC=1C=C(C=CC1)N(C(=O)N1CCC2=C1N=C(N=C2C=2C=NC(=NC2)N(CC2=CC=C(C=C2)OC)CC2=CC=C(C=C2)OC)N2CCOCC2)C (4-{2-[bis-(4-methoxy-benzyl)-amino]-pyrimidin-5-yl}-2-morpholin-4-yl-5,6-dihydro-pyrrolo[2,3-d]pyrimidine-7-carboxylic acid (3-bromo-phenyl)-methyl-amide), crude product, C(=O)(OC(C)(C)C)N1CCNCC1 (N-Boc-piperazine), C(C)(C)(C)OC(=O)N1CCN(CC1)C1=CC(=CC=C1)N(C)C(=O)N1CCC2=C1N=C(N=C2C=2C=NC(=NC2)N(CC2=CC=C(C=C2)OC)CC2=CC=C(C=C2)OC)N2CCOCC2 (4-{3-[(4-{2-[bis-(4-methoxy-benzyl)-amino]-pyrimidin-5-yl}-2-morpholin-4-yl-5,6-dihydro-pyrrolo[2,3-d]pyrimidine-7-carbonyl)-methyl-amino]-phenyl}-piperazine-1-carboxylic acid tert-butyl ester). The yield is 78.0%. As a reaction SMILES: BrC1C=C(N(C)C(N2C3N=C(N4CCOCC4)N=C(C4C=NC(N(CC5C=CC(OC)=CC=5)CC5C=CC(OC)=CC=5)=NC=4)C=3CC2)=O)C=CC=1.C(N1CCNCC1)(OC(C)(C)C)=O.C(OC([N:72]1[CH2:77][CH2:76][N:75]([C:78]2[CH:83]=[CH:82][CH:81]=[C:80]([N:84]([C:86]([N:88]3[C:92]4[N:93]=[C:94]([N:122]5[CH2:127][CH2:126][O:125][CH2:124][CH2:123]5)[N:95]=[C:96]([C:97]5[CH:98]=[N:99][C:100]([N:103](CC6C=CC(OC)=CC=6)CC6C=CC(OC)=CC=6)=[N:101][CH:102]=5)[C:91]=4[CH2:90][CH2:89]3)=[O:87])[CH3:85])[CH:79]=2)[CH2:74][CH2:73]1)=O)(C)(C)C>>[CH3:85][N:84]([C:80]1[CH:81]=[CH:82][CH:83]=[C:78]([N:75]2[CH2:74][CH2:73][NH:72][CH2:77][CH2:76]2)[CH:79]=1)[C:86]([N:88]1[C:92]2[N:93]=[C:94]([N:122]3[CH2:127][CH2:126][O:125][CH2:124][CH2:123]3)[N:95]=[C:96]([C:97]3[CH:98]=[N:99][C:100]([NH2:103])=[N:101][CH:102]=3)[C:91]=2[CH2:90][CH2:89]1)=[O:87]. Procedure details: Using 4-{2-[bis-(4-methoxy-benzyl)-amino]-pyrimidin-5-yl}-2-morpholin-4-yl-5,6-dihydro-pyrrolo[2,3-d]pyrimidine-7-carboxylic acid (3-bromo-phenyl)-methyl-amide (70.5 mg) and N-Boc-piperazine (34.9 mg) instead of 2-piperazin-1-yl-ethanol, in the same manner as Step C in Example 1-D-153, 4-{3-[(4-{2-[bis-(4-methoxy-benzyl)-amino]-pyrimidin-5-yl}-2-morpholin-4-yl-5,6-dihydro-pyrrolo[2,3-d]pyrimidine-7-carbonyl)-methyl-amino]-phenyl}-piperazine-1-carboxylic acid tert-butyl ester was obtained as a cr... The reactants are CC(C)C=O, CC(C)CN(C(CO)CCCCNC(=O)C(N)Cc1ccc2ccccc2c1)S(=O)(=O)c1ccc(N)cc1. Yields the product CC(C)CNC(Cc1ccc2ccccc2c1)C(=O)NCCCCC(CO)N(CC(C)C)S(=O)(=O)c1ccc(N)cc1. RXN SMILES: [CH:39]([CH:40]([CH3:41])[CH3:42])=[O:43].[NH2:1][CH:2]([C:3](=[O:4])[NH:5][CH2:6][CH2:7][CH2:8][CH2:9][CH:10]([CH2:11][OH:12])[N:13]([CH2:14][CH:15]([CH3:16])[CH3:17])[S:18](=[O:19])(=[O:20])[c:21]1[cH:22][cH:23][c:24]([NH2:27])[cH:25][cH:26]1)[CH2:28][c:29]1[cH:30][c:31]2[cH:32][cH:33][cH:34][cH:35][c:36]2[cH:37][cH:38]1>>[NH:1]([CH:2]([C:3](=[O:4])[NH:5][CH2:6][CH2:7][CH2:8][CH2:9][CH:10]([CH2:11][OH:12])[N:13]([CH2:14][CH:15]([CH3:16])[CH3:17])[S:18](=[O:19])(=[O:20])[c:21]1[cH:22][cH:23][c:24]([NH2:27])[cH:25][cH:26]1)[CH2:28][c:29]1[cH:30][c:31]2[cH:32][cH:33][cH:34][cH:35][c:36]2[cH:37][cH:38]1)[CH2:39][CH:40]([CH3:41])[CH3:42]. The reactants are CN1CCNCC1 (1-methylpiperazine), C(O)([O-])=O.[Na+] (sodium hydrogen carbonate), C(C)(C)(C)C=1C=C(C(=C(C1)NC(=O)C=1N(C2=C(C=CC=C2C1)CN1CCN(CC1)C(=O)[C@H]1N(CCC1)C)C)OC)C=O ((S)-1-methyl-7-[4-(1-methyl-pyrrolidine-2-carbonyl)-piperazin-1-ylmethyl]-1H-indole-2-carboxylic acid-(5-tert-butyl-3-formyl-2-methoxy-phenyl)-amide), C(C)(=O)O[BH-](OC(C)=O)OC(C)=O.[Na+] (sodium triacetoxyborohydride). Reported procedure: 160 mg of (S)-1-methyl-7-[4-(1-methyl-pyrrolidine-2-carbonyl)-piperazin-1-ylmethyl]-1H-indole-2-carboxylic acid-(5-tert-butyl-3-formyl-2-methoxy-phenyl)-amide are dissolved in 2 ml of 1,2-dichloroethane, combined successively with 40 μl acetic acid and 45 μl of 1-methylpiperazine and stirred for 1 hour at ambient temperature. Then 70 mg of sodium triacetoxyborohydride are added and the mixture is stirred for 5 hours. Then it is divided between dichloromethane and saturated aqueous sodium hydroge... The solvent is C(C)(=O)O (acetic acid), ClCCCl (1,2-dichloroethane), ClCCl (dichloromethane). Conditions: time 1 hour. RXN SMILES: [C:1]([C:5]1[CH:6]=[C:7]([CH:41]=O)[C:8]([O:39][CH3:40])=[C:9]([NH:11][C:12]([C:14]2[N:15]([CH3:38])[C:16]3[C:21]([CH:22]=2)=[CH:20][CH:19]=[CH:18][C:17]=3[CH2:23][N:24]2[CH2:29][CH2:28][N:27]([C:30]([C@@H:32]3[CH2:36][CH2:35][CH2:34][N:33]3[CH3:37])=[O:31])[CH2:26][CH2:25]2)=[O:13])[CH:10]=1)([CH3:4])([CH3:3])[CH3:2].[CH3:43][N:44]1[CH2:49][CH2:48][NH:47][CH2:46][CH2:45]1.C(O[BH-](OC(=O)C)OC(=O)C)(=O)C.[Na+].C(=O)([O-])O.[Na+]>ClCCCl.ClCCl.C(O)(=O)C>[C:1]([C:5]1[CH:6]=[C:7]([CH2:41][N:47]2[CH2:48][CH2:49][N:44]([CH3:43])[CH2:45][CH2:46]2)[C:8]([O:39][CH3:40])=[C:9]([NH:11][C:12]([C:14]2[N:15]([CH3:38])[C:16]3[C:21]([CH:22]=2)=[CH:20][CH:19]=[CH:18][C:17]=3[CH2:23][N:24]2[CH2:25][CH2:26][N:27]([C:30]([C@@H:32]3[CH2:36][CH2:35][CH2:34][N:33]3[CH3:37])=[O:31])[CH2:28][CH2:29]2)=[O:13])[CH:10]=1)([CH3:3])([CH3:4])[CH3:2] |f:2.3,4.5|. The product is C(C)(C)(C)C=1C=C(C(=C(C1)NC(=O)C=1N(C2=C(C=CC=C2C1)CN1CCN(CC1)C(=O)[C@H]1N(CCC1)C)C)OC)CN1CCN(CC1)C ((S)-1-methyl-7-[4-(1-methyl-pyrrolidine-2-carbonyl)-piperazin-1-ylmethyl]-1H-indole-2-carboxylic acid-[5-tert-butyl-2-methoxy-3-(4-methyl-piperazin-1-ylmethyl)-phenyl]-amide). The reactants are FC=1C=C(C=CC1)[Mg]Br (3-fluorophenylmagnesium bromide), Cl (hydrochloric acid), ClP1OC2=C(C3=C1C=CC=C3)C3=CC=CC=C3C=C2 (5-chloro-5H-benzo[c]naphth[1,2-e][1,2]-oxa-phosphorine), O (water). Yields the product FC=1C=C(C=CC1)P(C1=C(C2=CC=CC=C2C=C1)C1=C(C=CC=C1)O)C1=CC(=CC=C1)F (2-[bis-(3-fluorophenyl)phosphino]-1(2-hydroxyphenyl)naphthalene). The solvent is CC=1C=CC=CC1C (o-xylene), CC=1C=CC=CC1C (o-xylene). As a reaction SMILES: Cl[P:2]1[C:7]2[CH:8]=[CH:9][CH:10]=[CH:11][C:6]=2[C:5]2[C:12]3[C:17]([CH:18]=[CH:19][C:4]=2O1)=CC=CC=3.[F:20][C:21]1[CH:22]=[C:23]([Mg]Br)[CH:24]=[CH:25][CH:26]=1.[OH2:29].Cl>CC1C=CC=CC=1C>[F:20][C:21]1[CH:22]=[C:23]([P:2]([C:23]2[CH:24]=[CH:25][CH:26]=[C:21]([F:20])[CH:22]=2)[C:7]2[CH:8]=[CH:9][C:10]3[C:11](=[CH:19][CH:4]=[CH:5][CH:6]=3)[C:6]=2[C:5]2[CH:12]=[CH:17][CH:18]=[CH:19][C:4]=2[OH:29])[CH:24]=[CH:25][CH:26]=1. Procedure: 8.5 g (30 mmol) of 5-chloro-5H-benzo[c]naphth[1,2-e][1,2]-oxa-phosphorine in 50 ml of anhydrous o-xylene at 80° C. are introduced, in an argon atmosphere with stirring, and a solution of 70 mmol of 3-fluorophenylmagnesium bromide in 80 ml of o-xylene is added dropwise. The temperature increases in the course of this from 80° to 90° C. The mixture is then stirred for 1 hour at 110° C. The mixture is cooled to room temperature and 100 ml of water are added. The mixture is neutralized with dilute h...